From a dataset of the Open Reaction Database (ORD), a public repository of structured organic reaction records. describe an organic reaction: reactants, conditions, products, and yield Reactants: CCOC(=O)C(O)CCc1ccccc1, ClCCl, [O-]Cl, Cl, [Na+], [Na+], [Na+], O=S([O-])([O-])=S. The product is CCOC(=O)C(=O)CCc1ccccc1. Reaction SMILES: [CH2:1]([CH3:2])[O:3][C:4]([CH:5]([CH2:6][CH2:7][c:8]1[cH:9][cH:10][cH:11][cH:12][cH:13]1)[OH:14])=[O:15].[CH2:27]([Cl:28])[Cl:29].[Cl:16][O-:17].[ClH:19].[Na+:18].[Na+:25].[Na+:26].[S:20]([O-:21])([O-:22])(=[O:23])=[S:24]>>[CH2:1]([CH3:2])[O:3][C:4]([C:5]([CH2:6][CH2:7][c:8]1[cH:9][cH:10][cH:11][cH:12][cH:13]1)=[O:14])=[O:15]. Reactants: CN(NS(=O)(=O)C1=CC=C(C=C1)C)C(=O)[C@H]1N(C[C@@H](C1)SCC1=CC=C(C=C1)OC)S(=O)(=O)C1=CC2=CC=CC=C2C=C1 ((2S,4R)-4-(4-Methoxy-benzylsulfanyl)-1-(naphthalene-2-sulfonyl)-pyrrolidine-2-carboxylic acid N-methyl-N′-(4-methyl-benzenesulfonyl)-hydrazide), CN(N(S(=O)(=O)C1=CC=C(C=C1)C)CC1=CC=CC=C1)C(=O)[C@H]1N(C[C@@H](C1)SCC1=CC=C(C=C1)OC)S(=O)(=O)C1=CC2=CC=CC=C2C=C1.C(C1=CC=CC=C1)Br (benzyl bromide (2S,4R)-4-(4-Methoxy-benzylsulfanyl)-1-(naphthalene-2-sulfonyl)-pyrrolidine-2-carboxylic acid N-methyl-N′-benzyl-N′-(4-methyl-benzenesulfonyl)-hydrazide). Product: CN(N(S(=O)(=O)C1=CC=C(C=C1)C)CC1=CC=CC=C1)C(=O)[C@H]1N(C[C@@H](C1)S)S(=O)(=O)C1=CC2=CC=CC=C2C=C1 ((2S,4R)-4-Mercapto-1-(naphthalene-2-sulfonyl)-pyrrolidine-2-carboxylic acid N-methyl-N′-benzyl-N′-(4-methyl-benzenesulfonyl)-hydrazide). As a reaction SMILES: CN(C([C@@H]1C[C@@H](SCC2C=CC(OC)=CC=2)CN1S(C1C=CC2C(=CC=CC=2)C=1)(=O)=O)=O)NS(C1C=CC(C)=CC=1)(=O)=O.[CH3:44][N:45]([C:64]([C@@H:66]1[CH2:70][C@@H:69]([S:71]CC2C=CC(OC)=CC=2)[CH2:68][N:67]1[S:81]([C:84]1[CH:93]=[CH:92][C:91]2[C:86](=[CH:87][CH:88]=[CH:89][CH:90]=2)[CH:85]=1)(=[O:83])=[O:82])=[O:65])[N:46]([CH2:57][C:58]1[CH:63]=[CH:62][CH:61]=[CH:60][CH:59]=1)[S:47]([C:50]1[CH:55]=[CH:54][C:53]([CH3:56])=[CH:52][CH:51]=1)(=[O:49])=[O:48].C(Br)C1C=CC=CC=1>>[CH3:44][N:45]([C:64]([C@@H:66]1[CH2:70][C@@H:69]([SH:71])[CH2:68][N:67]1[S:81]([C:84]1[CH:93]=[CH:92][C:91]2[C:86](=[CH:87][CH:88]=[CH:89][CH:90]=2)[CH:85]=1)(=[O:82])=[O:83])=[O:65])[N:46]([CH2:57][C:58]1[CH:59]=[CH:60][CH:61]=[CH:62][CH:63]=1)[S:47]([C:50]1[CH:51]=[CH:52][C:53]([CH3:56])=[CH:54][CH:55]=1)(=[O:49])=[O:48] |f:1.2|. Procedure: (step 25,26) According to procedure (Scheme 4, step 16) was prepared from (2S,4R)-4-(4-Methoxy-benzylsulfanyl)-1-(naphthalene-2-sulfonyl)-pyrrolidine-2-carboxylic acid N-methyl-N′-(4-methyl-benzenesulfonyl)-hydrazide and benzyl bromide (2S,4R)-4-(4-Methoxy-benzylsulfanyl)-1-(naphthalene-2-sulfonyl)-pyrrolidine-2-carboxylic acid N-methyl-N′-benzyl-N′-(4-methyl-benzenesulfonyl)-hydrazide which was directly deprotected according to Scheme 2 (step 4) to give (2S,4R)-4-Mercapto-1-(naphthalene-2-sulfo... Reactants: [BH4-], CCO, ClCCl, CCOC(=O)CCc1ccc(C(=O)c2ccc([N+](=O)[O-])cn2)cc1, [Na+]. Yields the product CCOC(=O)CCc1ccc(C(O)c2ccc([N+](=O)[O-])cn2)cc1. Reaction SMILES: [BH4-:25].[CH3:30][CH2:31][OH:32].[Cl:27][CH2:28][Cl:29].[N+:1](=[O:2])([O-:3])[c:4]1[cH:5][cH:6][c:7]([C:10](=[O:11])[c:12]2[cH:13][cH:14][c:15]([CH2:18][CH2:19][C:20](=[O:21])[O:22][CH2:23][CH3:24])[cH:16][cH:17]2)[n:8][cH:9]1.[Na+:26]>>[N+:1](=[O:2])([O-:3])[c:4]1[cH:5][cH:6][c:7]([CH:10]([OH:11])[c:12]2[cH:13][cH:14][c:15]([CH2:18][CH2:19][C:20](=[O:21])[O:22][CH2:23][CH3:24])[cH:16][cH:17]2)[n:8][cH:9]1. Starting materials: BrC=1C(=NC=CC1)OC1CC(C1)NC(OC(C)(C)C)=O (tert-butyl (3-((3-bromopyridin-2-yl)oxy)cyclobutyl)carbamate), Cl (HCl). Run in CO (MeOH). Run at time 2 hour. The product is Cl.BrC=1C(=NC=CC1)OC1CC(C1)N (3-((3-bromopyridin-2-yl)oxy)cyclobutanamine hydrochloride). The yield is 95.0%. As a reaction SMILES: [Br:1][C:2]1[C:3]([O:8][CH:9]2[CH2:12][CH:11]([NH:13]C(=O)OC(C)(C)C)[CH2:10]2)=[N:4][CH:5]=[CH:6][CH:7]=1.[ClH:21]>CO>[ClH:21].[Br:1][C:2]1[C:3]([O:8][CH:9]2[CH2:10][CH:11]([NH2:13])[CH2:12]2)=[N:4][CH:5]=[CH:6][CH:7]=1 |f:3.4|. Reported procedure: To tert-butyl (3-((3-bromopyridin-2-yl)oxy)cyclobutyl)carbamate (see PREPARATION 7B; 342 mg, 1 mmol) was added 4 M HCl in MeOH (50 mL). The solution was stirred at RT for 2 hours. The solvent was removed under reduced pressure to give 3-((3-bromopyridin-2-yl)oxy)cyclobutanamine hydrochloride (223 mg, 0.95 mmol, yield 95%). ESI-MS (M+1): 243 calc. for C9H11BrN2O 242.